From a dataset of the Open Reaction Database (ORD), a public repository of structured organic reaction records. describe an organic reaction: reactants, conditions, products, and yield Starting materials: Cl.FC1=C(C=CC=C1)N1CCN(CC1)CC(=O)O (2-(4-(2-fluorophenyl)piperazin-1-yl)acetic acid hydrochloride), N[C@H](C(=O)NC1=CC=C(C=C1)OC1=CC=C(C=C1)F)COCC1=CC=CC=C1 ((S)-2-amino-3-(benzyloxy)-N-(4-(4-fluorophenoxy)phenyl)propanamide). Yields the product Compound 127, C(C1=CC=CC=C1)OC[C@@H](C(=O)NC1=CC=C(C=C1)OC1=CC=C(C=C1)F)NC(CN1CCN(CC1)C1=C(C=CC=C1)F)=O ((S)-3-(benzyloxy)-N-(4-(4-fluorophenoxy)phenyl)-2-(2-(4-(2-fluorophenyl)piperazin-1-yl)acetamido)propanamide). Yield: 27.3%. RXN SMILES: Cl.[F:2][C:3]1[CH:8]=[CH:7][CH:6]=[CH:5][C:4]=1[N:9]1[CH2:14][CH2:13][N:12]([CH2:15][C:16]([OH:18])=O)[CH2:11][CH2:10]1.[NH2:19][C@@H:20]([CH2:38][O:39][CH2:40][C:41]1[CH:46]=[CH:45][CH:44]=[CH:43][CH:42]=1)[C:21]([NH:23][C:24]1[CH:29]=[CH:28][C:27]([O:30][C:31]2[CH:36]=[CH:35][C:34]([F:37])=[CH:33][CH:32]=2)=[CH:26][CH:25]=1)=[O:22]>>[CH2:40]([O:39][CH2:38][C@H:20]([NH:19][C:16](=[O:18])[CH2:15][N:12]1[CH2:11][CH2:10][N:9]([C:4]2[CH:5]=[CH:6][CH:7]=[CH:8][C:3]=2[F:2])[CH2:14][CH2:13]1)[C:21]([NH:23][C:24]1[CH:29]=[CH:28][C:27]([O:30][C:31]2[CH:36]=[CH:35][C:34]([F:37])=[CH:33][CH:32]=2)=[CH:26][CH:25]=1)=[O:22])[C:41]1[CH:46]=[CH:45][CH:44]=[CH:43][CH:42]=1 |f:0.1|. Reported procedure: Proceeding as in Example 1, but substituting 2-(4-(2-fluorophenyl)piperazin-1-yl)acetic acid hydrochloride and (S)-2-amino-3-(benzyloxy)-N-(4-(4-fluorophenoxy)phenyl)propanamide, gave Compound 127, (S)-3-(benzyloxy)-N-(4-(4-fluorophenoxy)phenyl)-2-(2-(4-(2-fluorophenyl)piperazin-1-yl)acetamido)propanamide (13.1 mg, 27.3%); Major isomer: 1H-NMR (400 MHz, DMSO-D6): 10.23 (s, 1H), 8.02 (d, 1H), 7.60 (d, 2H), 7.25-7.30 (m, 5H), 7.19-7.23 (m, 2H), 7.10-7.19 (m, 2H), 6.98-7.04 (m, 6H), 4.71 (m, 1H), 4... Starting materials: solution, CC(C)([O-])C.[K+] (potassium tert-butoxide), FC1=C(C(=CC=C1)F)CO ((2,6-difluorophenyl)methanol), BrC1=CC(=NC=C1)F (4-bromo-2-fluoropyridine). Run in O1CCCC1 (tetrahydrofuran), O1CCCC1 (tetrahydrofuran). Run at time 18 hour. Product: BrC1=CC(=NC=C1)OCC1=C(C=CC=C1F)F (4-Bromo-2-[(2,6-difluorobenzyl)oxy]pyridine). RXN SMILES: CC(C)([O-])C.[K+].[F:7][C:8]1[CH:13]=[CH:12][CH:11]=[C:10]([F:14])[C:9]=1[CH2:15][OH:16].[Br:17][C:18]1[CH:23]=[CH:22][N:21]=[C:20](F)[CH:19]=1>O1CCCC1>[Br:17][C:18]1[CH:23]=[CH:22][N:21]=[C:20]([O:16][CH2:15][C:9]2[C:8]([F:7])=[CH:13][CH:12]=[CH:11][C:10]=2[F:14])[CH:19]=1 |f:0.1|. Procedure details: 15.5 ml (15.5 mmol) of a 1 M solution of potassium tert-butoxide in tetrahydrofuran was added dropwise at 0° C. to a solution of 1.72 ml (15.5 mmol) of (2,6-difluorophenyl)methanol and 1.6 ml (15.5 mmol) of 4-bromo-2-fluoropyridine in 50 ml of anhydrous tetrahydrofuran. The reaction mixture was stirred at room temperature for 18 h. The reaction mixture was partitioned between ethyl acetate and water. The organic phase was removed and washed with water and saturated aqueous sodium chloride soluti... Starting materials: C1(CC1)CO (cyclopropanmethanol), ClC1=CC=C(C=C1)C1=NC=CC=C1F (2-(4-chloro-phenyl)-3-fluoro-pyridine). The solvent is CS(=O)C (DMSO), CS(=O)C (DMSO). Reaction conditions: time 30 minute. Product: ClC1=CC=C(C=C1)C1=NC=CC=C1OCC1CC1 (2-(4-Chloro-phenyl)-3-cyclopropylmethoxy-pyridine). Isolated yield 74.9%. As a reaction SMILES: [CH:1]1([CH2:4][OH:5])[CH2:3][CH2:2]1.[Cl:6][C:7]1[CH:12]=[CH:11][C:10]([C:13]2[C:18](F)=[CH:17][CH:16]=[CH:15][N:14]=2)=[CH:9][CH:8]=1>CS(C)=O>[Cl:6][C:7]1[CH:8]=[CH:9][C:10]([C:13]2[C:18]([O:5][CH2:4][CH:1]3[CH2:3][CH2:2]3)=[CH:17][CH:16]=[CH:15][N:14]=2)=[CH:11][CH:12]=1. Reported procedure: To a mixture of 16.20 g cyclopropanmethanol in 150 ml dry DMSO 11 g sodium hydride (55%) was added and the mixture was stirred at room temperature for 30 minutes. A solution containing 37.30 g 2-(4-chloro-phenyl)-3-fluoro-pyridine in 50 mL dry DMSO was added dropwise. The reaction mixture was then stirred at room temperature for 3 h. The resulting suspension was partitioned between water and methylene chloride, the phases were separated. The organic phase was washed with brine; then dried over M... The reactants are COC1=CC=C(C(C2=CC=C(C=C2)OC)(C2=CC=CC=C2)OCC=2C=C(CN=C=S)C=CC2)C=C1 (3-(4,4′-dimethoxytrityloxymethyl)benzyl isothiocyanate), NCC1=NC(=CC=C1)CO[Si](C)(C)C(C)(C)C (2-aminomethyl-6-[(tert-butyldimethylsilyloxy)methyl]pyridine). The product is COC1=CC=C(C(C2=CC=C(C=C2)OC)(C2=CC=CC=C2)OCC=2C=C(CNC(=S)NCC3=NC(=CC=C3)CO[Si](C)(C)C(C)(C)C)C=CC2)C=C1 (N-[3-(4,4′-dimethoxytrityloxymethyl)benzyl]-N′-{[6-(tert-butyldimethylsilyloxymethyl)pyridin-2-yl]methyl}thiourea). Yield: 110.4%. RXN SMILES: [CH3:1][O:2][C:3]1[CH:35]=[CH:34][C:6]([C:7]([O:22][CH2:23][C:24]2[CH:25]=[C:26]([CH:31]=[CH:32][CH:33]=2)[CH2:27][N:28]=[C:29]=[S:30])([C:16]2[CH:21]=[CH:20][CH:19]=[CH:18][CH:17]=2)[C:8]2[CH:13]=[CH:12][C:11]([O:14][CH3:15])=[CH:10][CH:9]=2)=[CH:5][CH:4]=1.[NH2:36][CH2:37][C:38]1[CH:43]=[CH:42][CH:41]=[C:40]([CH2:44][O:45][Si:46]([C:49]([CH3:52])([CH3:51])[CH3:50])([CH3:48])[CH3:47])[N:39]=1>>[CH3:15][O:14][C:11]1[CH:10]=[CH:9][C:8]([C:7]([O:22][CH2:23][C:24]2[CH:25]=[C:26]([CH:31]=[CH:32][CH:33]=2)[CH2:27][NH:28][C:29]([NH:36][CH2:37][C:38]2[CH:43]=[CH:42][CH:41]=[C:40]([CH2:44][O:45][Si:46]([C:49]([CH3:52])([CH3:51])[CH3:50])([CH3:47])[CH3:48])[N:39]=2)=[S:30])([C:16]2[CH:21]=[CH:20][CH:19]=[CH:18][CH:17]=2)[C:6]2[CH:5]=[CH:4][C:3]([O:2][CH3:1])=[CH:35][CH:34]=2)=[CH:13][CH:12]=1. Procedure details: To a solution of 3-(4,4′-dimethoxytrityloxymethyl)benzyl isothiocyanate (21) (332 mg, 0.69 mmol) in CDCl3 (4.6 mL) was added a solution of 2-aminomethyl-6-[(tert-butyldimethylsilyloxy)methyl]pyridine (3) (63.10 mg, 0.39 mmol) in CDCl3 (3 mL). The air was evacuated from the reaction system, and then Ar was charged therein. The reaction mixture was refluxed for 5 hours. TLC was used to confirm there was no starting material in the mixture. Then, the reaction mixture was evaporated under reduced pr... Starting materials: ( 7 ), CC1=CC=C(C=C1)S(=O)(=O)OCC1OC2=CC(=CC=C2CC1)S(=O)(=O)C ([7-(methylsulfonyl)-3,4-dihydro-2H-chromen-2-yl]methyl 4-methylbenzenesulfonate), ( 7 ), CC(CN)C (2-methylpropan-1-amine), ( 33 ), ( 9 ). Run in C(C)#N (ACN). Product: CC(CNCC1OC2=CC(=CC=C2CC1)S(=O)(=O)C)C (2-METHYL-N-{[7-(METHYLSULFONYL)-3,4-DIHYDRO-2H-CHROMEN-2-YL]METHYL}PROPAN-1-AMINE). Reaction SMILES: CC1C=CC(S(O[CH2:12][CH:13]2[CH2:22][CH2:21][C:20]3[C:15](=[CH:16][C:17]([S:23]([CH3:26])(=[O:25])=[O:24])=[CH:18][CH:19]=3)[O:14]2)(=O)=O)=CC=1.[CH3:27][CH:28]([CH3:31])[CH2:29][NH2:30]>C(#N)C>[CH3:27][CH:28]([CH3:31])[CH2:29][NH:30][CH2:12][CH:13]1[CH2:22][CH2:21][C:20]2[C:15](=[CH:16][C:17]([S:23]([CH3:26])(=[O:24])=[O:25])=[CH:18][CH:19]=2)[O:14]1. Procedure: Preparation according to Example 25: [7-(methylsulfonyl)-3,4-dihydro-2H-chromen-2-yl]methyl 4-methylbenzenesulfonate (0.020 g, 0.0504 mmol), 2-methylpropan-1-amine (0.5 ml), ACN (3 ml). MS m/z (rel. intensity, 70 eV) 297 (M+, 6), 254 (33), 130 (7), 87 (7), 86 (bp), 57 (9). Reactants: ClC1=NC(=CC=C1C(F)(F)F)Cl (2,6-dichloro-3-(trifluoromethyl)pyridine), C(C)(C)N(C(C)C)CC (N,N-diisopropylethylamine), C(C)(=O)N1CCNCC1 (1-acetylpiperazine). The solvent is ClCCl (dichloromethane), ClCCl (dichloromethane), ClCCl (dichloromethane). Run at time 5 hour. Product: C(C)(=O)N1CCN(CC1)C1=NC(=C(C=C1)C(F)(F)F)Cl (1-acetyl-4-[6-chloro-5-(trifluoromethyl)pyridin-2-yl]piperazine). Isolated yield 13.3%. RXN SMILES: [Cl:1][C:2]1[C:7]([C:8]([F:11])([F:10])[F:9])=[CH:6][CH:5]=[C:4](Cl)[N:3]=1.C(N(CC)C(C)C)(C)C.[C:22]([N:25]1[CH2:30][CH2:29][NH:28][CH2:27][CH2:26]1)(=[O:24])[CH3:23]>ClCCl>[C:22]([N:25]1[CH2:30][CH2:29][N:28]([C:4]2[CH:5]=[CH:6][C:7]([C:8]([F:11])([F:10])[F:9])=[C:2]([Cl:1])[N:3]=2)[CH2:27][CH2:26]1)(=[O:24])[CH3:23]. Procedure: To a solution of 2,6-dichloro-3-(trifluoromethyl)pyridine (2.38 g, 11.0 mmol) in anhydrous dichloromethane (20 ml) was added dropwise N,N-diisopropylethylamine (3.7 ml, 225 mmol). A solution of 1-acetylpiperazine (1.69 g, 13.2 mmol) in anhydrous dichloromethane (10 ml) was added dropwise at 0° C., and the mixture was stirred at room temperature for 5 hrs. The mixture was warmed, heated under reflux for 2.5 hrs, and stirred at room temperature for 14 hrs. The reaction mixture was diluted with dic... Reaction conditions: temperature 180 celsius, time 3 hour. Reactants: C(C=C)OC=1C=C(C=CC1Cl)N1C(N(C(=CC1=O)C(F)(F)F)C)=O (1-(3-allyloxy-4-chlorophenyl)-3-methyl-4-trifluoromethyl-1,2,3,6-tetrahydropyrimidine-2,6-dione), C(C)N(C1=CC=CC=C1)CC (N,N-diethylaniline), Cl (hydrochloric acid). Procedure: In 100 ml of N,N-diethylaniline, 8.0 g of 1-(3-allyloxy-4-chlorophenyl)-3-methyl-4-trifluoromethyl-1,2,3,6-tetrahydropyrimidine-2,6-dione was dissolved, and the solution was stirred at 180° C. for 3 hours. After completion of the reaction, the reaction mixture was cooled to room temperature and poured into diluted hydrochloric acid. The mixture was extracted with ethyl acetate. The organic layer was washed with water, dried and concentrated. The residue was purified by silica gel chromatography,... The product is C(C=C)C1=C(C=CC(=C1O)Cl)N1C(N(C(=CC1=O)C(F)(F)F)C)=O (1-(2-allyl-4-chloro-3-hydroxyphenyl)-3-methyl-4-trifluoromethyl-1,2,3,6-tetrahydropyrimidine-2,6,-dione). RXN SMILES: C([O:4][C:5]1[CH:6]=[C:7]([N:12]2[C:17](=[O:18])[CH:16]=[C:15]([C:19]([F:22])([F:21])[F:20])[N:14]([CH3:23])[C:13]2=[O:24])[CH:8]=[CH:9][C:10]=1[Cl:11])C=C.Cl.C(N(CC)[C:29]1[CH:34]=CC=C[CH:30]=1)C>>[CH2:34]([C:6]1[C:5]([OH:4])=[C:10]([Cl:11])[CH:9]=[CH:8][C:7]=1[N:12]1[C:17](=[O:18])[CH:16]=[C:15]([C:19]([F:20])([F:22])[F:21])[N:14]([CH3:23])[C:13]1=[O:24])[CH:29]=[CH2:30]. The reactants are BrC=1C=C2CCN(C2=C(C1)N)S(=O)(=O)C1=CC=C(C=C1)OC (5-Bromo-1-(4-methoxy-benzenesulfonyl)-2,3-dihydro-1H-indol-7-yl amine), CC(C)(C#N)N=NC(C)(C)C#N (AIBN), CCCC[SnH](CCCC)CCCC (Bu3SnH). The solvent is C1(=CC=CC=C1)C (toluene). Product: COC1=CC=C(C=C1)S(=O)(=O)N1CCC2=CC=CC(=C12)N (1-(4-Methoxy-benzenesulfonyl)-2,3-dihydro-1H-indol-7-ylamine). Isolated yield 90.0%. RXN SMILES: Br[C:2]1[CH:3]=[C:4]2[C:8](=[C:9]([NH2:11])[CH:10]=1)[N:7]([S:12]([C:15]1[CH:20]=[CH:19][C:18]([O:21][CH3:22])=[CH:17][CH:16]=1)(=[O:14])=[O:13])[CH2:6][CH2:5]2.CC(N=NC(C#N)(C)C)(C#N)C.CCCC[SnH](CCCC)CCCC>C1(C)C=CC=CC=1>[CH3:22][O:21][C:18]1[CH:19]=[CH:20][C:15]([S:12]([N:7]2[C:8]3[C:4](=[CH:3][CH:2]=[CH:10][C:9]=3[NH2:11])[CH2:5][CH2:6]2)(=[O:13])=[O:14])=[CH:16][CH:17]=1. Reported procedure: To a stirred solution of 18 (2 g, 4.84 mmol), AIBN (0.08 g, 0.48 mmol), Bu3SnH (3.91 ml, 14.50 mmol) in toluene (49 ml) was heated to reflux for 15 h. After cooling, the reaction mixture was evaporated and then extracted by CH2Cl2. The combined organic layer was dried by MgSO4 and concentrated to give a residue that was purified by silica gel flash column chromatography (EtOAc:n-hexane=1:2) to give compound 19, yield 90%. The reactants are NC=1C=C2C(=CNC2=CC1)C1CC(N(CC1)C)(C)C (5-amino-3-(1methyl-dimethyl-piperidin-4-yl)-1H indole), C(CCC)N=C=O (n-butyl isocyanate). Product: C(CCC)NC(=O)NC=1C=C2C(=CNC2=CC1)C1CCN(CC1)C (N-n-butyl-N'-(3-(1-methylpiperidin-4-yl)-1H-indol-5-yl)urea). The yield is 95.8%. RXN SMILES: [NH2:1][C:2]1[CH:3]=[C:4]2[C:8](=[CH:9][CH:10]=1)[NH:7][CH:6]=[C:5]2[CH:11]1[CH2:16][CH2:15][N:14]([CH3:17])[C:13](C)(C)[CH2:12]1.[CH2:20]([N:24]=[C:25]=[O:26])[CH2:21][CH2:22][CH3:23]>>[CH2:20]([NH:24][C:25]([NH:1][C:2]1[CH:3]=[C:4]2[C:8](=[CH:9][CH:10]=1)[NH:7][CH:6]=[C:5]2[CH:11]1[CH2:12][CH2:13][N:14]([CH3:17])[CH2:15][CH2:16]1)=[O:26])[CH2:21][CH2:22][CH3:23]. Procedure details: Beginning with 15.0 mg (0.0655 mMol) 5-amino-3-(1methyl-dimethyl-piperidin-4-yl)-1H indole and 11.1 mg (0.131 mMol) n-butyl isocyanate, 20.6 mg (96%) of the title compound were recovered.